This data is from the Open Reaction Database (ORD), a public repository of structured organic reaction records. The task is: describe an organic reaction: reactants, conditions, products, and yield Reactants: C12CC3CC(CC(C1)C3)C2 (adamantane), C1C2CC3C4C1C5CC(C4)CC3C5C2 (diamantane), 4,9-diethynyl. The product is C(#C)C12CC3CC(CC(C1)C3)C2 (1-ethynyladamantane). RXN SMILES: [CH:1]12[CH2:10][CH:5]3[CH2:6][CH:7]([CH2:9][CH:3]([CH2:4]3)[CH2:2]1)[CH2:8]2.[CH2:11]1C2C3C4C[CH:12]1CC1C4CC(CC12)C3>>[C:11]([C:1]12[CH2:10][CH:5]3[CH2:6][CH:7]([CH2:9][CH:3]([CH2:4]3)[CH2:2]1)[CH2:8]2)#[CH:12]. Reported procedure: The aluminum bromide catalyzed reaction of 1-bromodiamantane (see Gund, T.M.; Schleyer, P.v.R. Tetrahedron Lett. 1971, 1583) with vinyl bromide in methylene chloride followed by dehydrohalogenation of the adduct with potassium t-butoxide in DMSO gave a mixture of five components. This mixture was separated by column chromatography and components were identified as diamantane (5%), 1-(2-bromovinyl)diamantane (8%), 1-ethynyldiamantane (50%), 4-(2-bromovinyl)-9-ethynyldiamantane (9%), and 4,9-dieth...